Dataset: the Open Reaction Database (ORD), a public repository of structured organic reaction records. Task: describe an organic reaction: reactants, conditions, products, and yield Reactants: C1(CCCCC1)C(=O)O (cyclohexanecarboxylic acid), Cl.CN1CCN(CC1)C1=NC(=NC(=C1)C1=CC=C2CCNCC2=C1)N (4-(4-methylpiperazin-1-yl)-6-(1,2,3,4-tetrahydroisoquinolin-7-yl)pyrimidin-2-amine HCl salt). Product: C1(CCCCC1)C(=O)N1CC2=CC(=CC=C2CC1)C1=NC(=NC(=C1)N1CCN(CC1)C)N (4-[2-(Cyclohexylcarbonyl)-1,2,3,4-tetrahydroisoquinolin-7-yl]-6-(4-methylpiperazin-1-yl)pyrimidin-2-amine). As a reaction SMILES: [CH:1]1([C:7]([OH:9])=O)[CH2:6][CH2:5][CH2:4][CH2:3][CH2:2]1.Cl.[CH3:11][N:12]1[CH2:17][CH2:16][N:15]([C:18]2[CH:23]=[C:22]([C:24]3[CH:33]=[C:32]4[C:27]([CH2:28][CH2:29][NH:30][CH2:31]4)=[CH:26][CH:25]=3)[N:21]=[C:20]([NH2:34])[N:19]=2)[CH2:14][CH2:13]1>>[CH:1]1([C:7]([N:30]2[CH2:29][CH2:28][C:27]3[C:32](=[CH:33][C:24]([C:22]4[CH:23]=[C:18]([N:15]5[CH2:14][CH2:13][N:12]([CH3:11])[CH2:17][CH2:16]5)[N:19]=[C:20]([NH2:34])[N:21]=4)=[CH:25][CH:26]=3)[CH2:31]2)=[O:9])[CH2:2][CH2:3][CH2:4][CH2:5][CH2:6]1 |f:1.2|. Reported procedure: This compound was prepared by using procedures analogous to those described for the synthesis of Example 41 starting from cyclohexanecarboxylic acid (Aldrich, Cat. #101834) and 4-(4-methylpiperazin-1-yl)-6-(1,2,3,4-tetrahydroisoquinolin-7-yl)pyrimidin-2-amine HCl salt. Analytic LCMS (M+H)+: m/z=435.2. The reactants are CO, CSCCC(C(=O)O)N1C(=O)c2ccccc2C1=O, OO. Reaction SMILES: [CH3:22][OH:23].[O:1]=[C:2]1[N:3]([CH:12]([C:13](=[O:14])[OH:15])[CH2:16][CH2:17][S:18][CH3:19])[C:4](=[O:11])[c:5]2[cH:6][cH:7][cH:8][cH:9][c:10]21.[OH:20][OH:21]>>[O:1]=[C:2]1[N:3]([CH:12]([C:13](=[O:14])[OH:15])[CH2:16][CH2:17][S:18]([CH3:19])=[O:20])[C:4](=[O:11])[c:5]2[cH:6][cH:7][cH:8][cH:9][c:10]21. The product is CS(=O)CCC(C(=O)O)N1C(=O)c2ccccc2C1=O. Starting materials: CN1C(=O)CC(c2ccccc2)C1C(O)c1ccc(Br)s1, O=C([O-])[O-], COCCOC, OB(O)c1ccc(F)c(Cl)c1, ClCCl, [Na+], [Na+], c1ccc(P(c2ccccc2)(c2ccccc2)[Pd](P(c2ccccc2)(c2ccccc2)c2ccccc2)(P(c2ccccc2)(c2ccccc2)c2ccccc2)P(c2ccccc2)(c2ccccc2)c2ccccc2)cc1. Yields the product CN1C(=O)CC(c2ccccc2)C1C(O)c1ccc(-c2ccc(F)c(Cl)c2)s1. As a reaction SMILES: [Br:1][c:2]1[cH:3][cH:4][c:5]([CH:7]([CH:8]2[CH:9]([c:15]3[cH:16][cH:17][cH:18][cH:19][cH:20]3)[CH2:10][C:11](=[O:14])[N:12]2[CH3:13])[OH:21])[s:6]1.[C:33](=[O:34])([O-:35])[O-:36].[CH3:42][O:43][CH2:44][CH2:45][O:46][CH3:47].[Cl:22][c:23]1[cH:24][c:25]([B:30]([OH:31])[OH:32])[cH:26][cH:27][c:28]1[F:29].[Cl:39][CH2:40][Cl:41].[Na+:37].[Na+:38].[cH:48]1[cH:49][cH:50][c:51]([P:52]([Pd:53]([P:54]([c:55]2[cH:56][cH:57][cH:58][cH:59][cH:60]2)([c:61]2[cH:62][cH:63][cH:64][cH:65][cH:66]2)[c:67]2[cH:68][cH:69][cH:70][cH:71][cH:72]2)([P:73]([c:74]2[cH:75][cH:76][cH:77][cH:78][cH:79]2)([c:80]2[cH:81][cH:82][cH:83][cH:84][cH:85]2)[c:86]2[cH:87][cH:88][cH:89][cH:90][cH:91]2)[P:92]([c:93]2[cH:94][cH:95][cH:96][cH:97][cH:98]2)([c:99]2[cH:100][cH:101][cH:102][cH:103][cH:104]2)[c:105]2[cH:106][cH:107][cH:108][cH:109][cH:110]2)([c:111]2[cH:112][cH:113][cH:114][cH:115][cH:116]2)[c:117]2[cH:118][cH:119][cH:120][cH:121][cH:122]2)[cH:123][cH:124]1>>[c:2]1(-[c:25]2[cH:24][c:23]([Cl:22])[c:28]([F:29])[cH:27][cH:26]2)[cH:3][cH:4][c:5]([CH:7]([CH:8]2[CH:9]([c:15]3[cH:16][cH:17][cH:18][cH:19][cH:20]3)[CH2:10][C:11](=[O:14])[N:12]2[CH3:13])[OH:21])[s:6]1. Yields the product FC(C(=O)OCC)(CCC(=O)OCC)F (diethyl 2,2-difluoropentanedioate). As a reaction SMILES: Br[C:2]([F:9])([F:8])[C:3]([O:5][CH2:6][CH3:7])=[O:4].[C:10]([O:14][CH2:15][CH3:16])(=[O:13])[CH:11]=[CH2:12].CN(CCN(C)C)C.[Cl-].[NH4+]>O1CCCC1.[Cu].C(OC)(C)(C)C>[F:8][C:2]([F:9])([CH2:12][CH2:11][C:10]([O:14][CH2:15][CH3:16])=[O:13])[C:3]([O:5][CH2:6][CH3:7])=[O:4] |f:3.4|. The reagents and catalysts are [Cu] (copper). The reactants are C(C=C)(=O)OCC (ethyl acrylate), BrC(C(=O)OCC)(F)F (ethyl bromodifluoroacetate), C(C=C)(=O)OCC (ethyl acrylate), [Cl-].[NH4+] (ammonium chloride), CN(C)CCN(C)C (TMEDA). Procedure details: To a solution of ethyl bromodifluoroacetate (33.2 g) in tetrahydrofuran (94.0 g) was added ethyl acrylate (8.2 g) and copper powder (10.9 g). After heating to 50° C., TMEDA (9.5 g) was added dropwise and the reaction mixture was then stirred for 3 hours at the same temperature. Upon disappearance of ethyl acrylate as the starting material, to the reaction solution was added methyl t-butyl ether (MTBE, 73.7 g) followed by addition of 10% aqueous ammonium chloride solution (49.8 g) dropwise, and t... Run in C(C)(C)(C)OC (methyl t-butyl ether), O1CCCC1 (tetrahydrofuran). Yield: 299.5%. Reaction conditions: temperature 50 celsius, time 3 hour. The reactants are ClC=1C=C(C=CC1Cl)O (3,4-dichlorophenol), CS(=O)(=O)C1=NC=CC=C1S(=O)(=O)C (2,3-bis(methylsulfonyl)pyridine), CC(C)([O-])C.[K+] (Potassium t-butoxide). Run in C1CCOC1 (THF), C1CCOC1 (THF), C1CCOC1 (THF). Reaction conditions: time 3 hour. Yields the product ClC=1C=C(OC2=NC=CC=C2S(=O)(=O)C)C=CC1Cl (2-(3,4-dichlorophenoxy)-3-(methylsulfonyl)pyridine). Reaction SMILES: CC(C)([O-])C.[K+].[Cl:7][C:8]1[CH:9]=[C:10]([OH:15])[CH:11]=[CH:12][C:13]=1[Cl:14].CS([C:20]1[C:25]([S:26]([CH3:29])(=[O:28])=[O:27])=[CH:24][CH:23]=[CH:22][N:21]=1)(=O)=O>C1COCC1>[Cl:7][C:8]1[CH:9]=[C:10]([CH:11]=[CH:12][C:13]=1[Cl:14])[O:15][C:20]1[C:25]([S:26]([CH3:29])(=[O:28])=[O:27])=[CH:24][CH:23]=[CH:22][N:21]=1 |f:0.1|. Procedure: Potassium t-butoxide (2.47 g) was dissolved in 30 ml of THF and then 3.46 g of 3,4-dichlorophenol dissolved in THF was added. A solution of 5.00 g of 2,3-bis(methylsulfonyl)pyridine in 20 ml THF/20 ml DMSO was added dropwise. The resulting mixture was stirred at room temperature for 3 hours. The reaction mixture was poured onto ice-water which resulted in the formation of an oil which solidified on standing. The product was collected by filtration and dried in a vacuum oven and 5.33 g of materia... Starting materials: BrCC(=O)OCC (Ethyl bromoacetate), C[C@H](C1=CC=CC=C1)N ((R)α-methylbenzylamine), C(C)N(C(C)C)C(C)C (ethyldiisopropylamine). Solvent: C1(=CC=CC=C1)C (toluene). Yields the product C1(=CC=CC=C1)[C@@H](C)NCC(=O)OCC (ethyl {[(1R)-1-phenylethyl]amino}acetate). Yield: 62.3%. RXN SMILES: Br[CH2:2][C:3]([O:5][CH2:6][CH3:7])=[O:4].[CH3:8][C@@H:9]([NH2:16])[C:10]1[CH:15]=[CH:14][CH:13]=[CH:12][CH:11]=1.C(N(C(C)C)C(C)C)C>C1(C)C=CC=CC=1>[C:10]1([C@H:9]([NH:16][CH2:2][C:3]([O:5][CH2:6][CH3:7])=[O:4])[CH3:8])[CH:15]=[CH:14][CH:13]=[CH:12][CH:11]=1. Procedure: Ethyl bromoacetate (4.14 g; 24.8 mmol) was treated with (R)α-methylbenzylamine (3 g, 24.8 mmol) and ethyldiisopropylamine (3.2 g; 24.8 mmol) in toluene (100 mL). After heating at reflux for 18 hours, the mixture was cooled to room temperature and concentrated under reduced pressure. The residue was purified by flash chromatography (SiO2, 20% ethyl acetate/pentane) to provide the title compound (3.2 g, 63% yield). MS (DCI/NH3) m/z 208 (M+H)+. Reactants: O1CC1COC=1SC=CN1 (1,2-epoxy-3-(thiazol-2-oxy)-propane), C(C)(C)N (isopropyl amine), O1CC1COC=1SC=CN1 (1,2-epoxy-3-(thiazol-2-oxy)-propane). Solvent: C(C)O (ethanol). The product is crude residue, C(C)(C)NCC(COC=1SC=CN1)O (1-isopropylamino-3-(thiazol-2-oxy)-2-propanol). Reaction SMILES: [CH:1]([NH2:4])([CH3:3])[CH3:2].[O:5]1[CH:7]([CH2:8][O:9][C:10]2[S:11][CH:12]=[CH:13][N:14]=2)[CH2:6]1>C(O)C>[CH:1]([NH:4][CH2:6][CH:7]([OH:5])[CH2:8][O:9][C:10]1[S:11][CH:12]=[CH:13][N:14]=1)([CH3:3])[CH3:2]. Procedure: This example illustrates further methods according to the invention of preparing the compounds of formula I of the invention. In this example 0.6 g. of isopropyl amine is added to a solution of 0.3 g. of 1,2-epoxy-3-(thiazol-2-oxy)-propane in 20 ml. of anhydrous absolute ethanol at 20°C. The resulting mixture is monitored by thin-layer chromatographic analysis and allowed to stand until conversion of 1,2-epoxy-3-(thiazol-2-oxy)-propane is essentially complete. The mixture is then evaporated to d... Starting materials: O1C(C1)CN1N=C(C=2CN(CCC21)C(C)=O)C2=CC=C(C=C2)C(F)(F)F (1-[1-oxiranylmethyl-3-(4-trifluoromethyl-phenyl)-1,4,6,7-tetrahydro-pyrazolo[4,3-c]pyridin-5-yl]-ethanone), [O-]S(=O)(=O)C(F)(F)F.[Yb+3].[O-]S(=O)(=O)C(F)(F)F.[O-]S(=O)(=O)C(F)(F)F (ytterbium(III) triflate), C(#N)C1=C(C=CC=C1)N1CCNCC1 (1-(2-cyanophenyl)-piperazine), CO.C(Cl)Cl (MeOH CH2Cl2). Solvent: C(Cl)Cl (CH2Cl2), C(Cl)Cl (CH2Cl2), O (H2O). Run at time 48 hour. The product is C(C)(=O)N1CC2=C(CC1)N(N=C2C2=CC=C(C=C2)C(F)(F)F)CC(CN2CCN(CC2)C2=C(C#N)C=CC=C2)O (2-(4-{3-[5-Acetyl-3-(4-trifluoromethyl-phenyl)-4,5,6,7-tetrahydro-pyrazolo[4,3-c]pyridin-1-yl]-2-hydroxy-propyl}-piperazin-1-yl)-benzonitrile). RXN SMILES: [O:1]1[CH2:3][CH:2]1[CH2:4][N:5]1[C:13]2[CH2:12][CH2:11][N:10]([C:14](=[O:16])[CH3:15])[CH2:9][C:8]=2[C:7]([C:17]2[CH:22]=[CH:21][C:20]([C:23]([F:26])([F:25])[F:24])=[CH:19][CH:18]=2)=[N:6]1.[O-]S(C(F)(F)F)(=O)=O.[Yb+3].[O-]S(C(F)(F)F)(=O)=O.[O-]S(C(F)(F)F)(=O)=O.[C:52]([C:54]1[CH:59]=[CH:58][CH:57]=[CH:56][C:55]=1[N:60]1[CH2:65][CH2:64][NH:63][CH2:62][CH2:61]1)#[N:53].CO.C(Cl)Cl>C(Cl)Cl.O>[C:14]([N:10]1[CH2:11][CH2:12][C:13]2[N:5]([CH2:4][CH:2]([OH:1])[CH2:3][N:63]3[CH2:62][CH2:61][N:60]([C:55]4[CH:56]=[CH:57][CH:58]=[CH:59][C:54]=4[C:52]#[N:53])[CH2:65][CH2:64]3)[N:6]=[C:7]([C:17]3[CH:18]=[CH:19][C:20]([C:23]([F:26])([F:25])[F:24])=[CH:21][CH:22]=3)[C:8]=2[CH2:9]1)(=[O:16])[CH3:15] |f:1.2.3.4,6.7|. Procedure details: A solution of 1-[1-oxiranylmethyl-3-(4-trifluoromethyl-phenyl)-1,4,6,7-tetrahydro-pyrazolo[4,3-c]pyridin-5-yl]-ethanone (0.84 g, 2.30 mmol) in CH2Cl2 (10 mL) was treated with ytterbium(III) triflate (0.29 g, 0.46 mmol) and 1-(2-cyanophenyl)-piperazine (0.75 g, 3.5 mmol) at 25° C. and stirred for 48 h before it was diluted with CH2Cl2 (100 mL) and H2O (50 mL). The organic layer was separated, washed with H2O (2×50 mL), dried over Na2SO4, and concentrated. Column chromatography (silica, 5% MeOH/CH... Reactants: N1=CC=C(C=C1)C(CC(=O)OCC)=O (ethyl 3-(4-pyridyl)-3-oxopropionate), Cl.C(N)(=N)C=1C=NC=CC1 (3-amidinopyridine hydrochloride), C([O-])([O-])=O.[K+].[K+] (potassium carbonate), C(C)O (ethanol). Solvent: C(C)(=O)O (Acetic acid). Reaction conditions: temperature 75 celsius. Yields the product N1=CC(=CC=C1)C1=NC(=CC(N1)=O)C1=CC=NC=C1 (2-(3-pyridyl)-6-(4-pyridyl)pyrimidin-4-one). Yield: 50.2%. As a reaction SMILES: [N:1]1[CH:6]=[CH:5][C:4]([C:7](=O)[CH2:8][C:9]([O:11]CC)=O)=[CH:3][CH:2]=1.Cl.[C:16]([C:19]1[CH:20]=[N:21][CH:22]=[CH:23][CH:24]=1)(=[NH:18])[NH2:17].C(=O)([O-])[O-].[K+].[K+].C(O)C>C(O)(=O)C>[N:21]1[CH:22]=[CH:23][CH:24]=[C:19]([C:16]2[NH:18][C:9](=[O:11])[CH:8]=[C:7]([C:4]3[CH:3]=[CH:2][N:1]=[CH:6][CH:5]=3)[N:17]=2)[CH:20]=1 |f:1.2,3.4.5|. Procedure details: ethyl 3-(4-pyridyl)-3-oxopropionate (0.60 g), 3-amidinopyridine hydrochloride (0.54 g) and potassium carbonate (1.15 g) were added to 5 ml of ethanol, and the mixture was heated under reflux at 75° C. for 20 hours. Acetic acid was added to the reaction mixture, and the solvent was removed by distillation. The residue was added with water and then with acetic acid, and the resulting solid was separated by filtration, washed with water and ethyl acetate, and dried to obtain 0.39 g of the desired c...